This data is from the Open Reaction Database (ORD), a public repository of structured organic reaction records. The task is: describe an organic reaction: reactants, conditions, products, and yield The reactants are FC(S(=O)(=O)OS(=O)(=O)C(F)(F)F)(F)F (trifluoromethanesulfonic anhydride), C1(CC1)C1=C(C=C(C(=C1)F)[N+](=O)[O-])NC(C(C)C)=O (N-(2-Cyclopropyl-4-fluoro-5-nitrophenyl)isobutyramide), C[Si](C)(C)N=[N+]=[N-] (trimethylsilyl azide). The solvent is C(C)#N (acetonitrile). Conditions: temperature -5 celsius, time 1.5 minute. Yields the product C1(CC1)C1=C(C=C(C(=C1)F)[N+](=O)[O-])N1N=NN=C1C(C)C (1-(2-cyclopropyl-4-fluoro-5-nitrophenyl)-5-isopropyl-1H-tetrazole). Yield: 81.3%. As a reaction SMILES: [CH:1]1([C:4]2[CH:9]=[C:8]([F:10])[C:7]([N+:11]([O-:13])=[O:12])=[CH:6][C:5]=2[NH:14][C:15](=O)[CH:16]([CH3:18])[CH3:17])[CH2:3][CH2:2]1.FC(F)(F)S(OS(C(F)(F)F)(=O)=O)(=O)=O.C[Si]([N:39]=[N+:40]=[N-:41])(C)C>C(#N)C>[CH:1]1([C:4]2[CH:9]=[C:8]([F:10])[C:7]([N+:11]([O-:13])=[O:12])=[CH:6][C:5]=2[N:14]2[C:15]([CH:16]([CH3:18])[CH3:17])=[N:41][N:40]=[N:39]2)[CH2:3][CH2:2]1. Procedure: N-(2-Cyclopropyl-4-fluoro-5-nitrophenyl)isobutyramide (1.90 g, 7.14 mmol, 1 equiv) was dissolved in acetonitrile (40 mL) under argon and cooled to −5° C. (external temperature). While maintaining the temperature at −5° C., trifluoromethanesulfonic anhydride (2.40 mL, 4.03 g, 14.27 mmol, 2 equiv) was added slowly dropwise and stirred for 1-2 minutes. Then trimethylsilyl azide (3.75 mL, 28.54 mmol, 4 equiv) was added slowly dropwise while maintaining the temperature at −5° C. TLC, LCMS indicated t...